describe an organic reaction: reactants, conditions, products, and yield From a dataset of the Open Reaction Database (ORD), a public repository of structured organic reaction records. The reactants are [C@H]1([C@H](O)[C@@H](O)[C@H](O)[C@H](O1)CO)O[C@H]1[C@@H]([C@H]([C@@H](O[C@@H]1CO)Br)O)O (4-O-α-D-glucopyranosyl-β-D-glucopyranosyl bromide), heptaacetate, [N-]=[N+]=[N-].[Na+] (sodium azide). Run in CS(=O)C (dimethylsulfoxide). Yields the product [C@H]1([C@H](O)[C@@H](O)[C@H](O)[C@H](O1)CO)O[C@H]1[C@@H]([C@H]([C@@H](O[C@@H]1CO)N=[N+]=[N-])O)O (4-O-α-D-glucopyranosyl-β-D-glucopyranosylazide), heptaacetate. Reaction SMILES: [C@H:1]1([O:12][C@@H:13]2[C@@H:18]([CH2:19][OH:20])[O:17][C@@H:16](Br)[C@H:15]([OH:22])[C@H:14]2[OH:23])[O:9][C@H:8]([CH2:10][OH:11])[C@@H:6]([OH:7])[C@H:4]([OH:5])[C@H:2]1[OH:3].[N-:24]=[N+:25]=[N-:26].[Na+]>CS(C)=O>[C@H:1]1([O:12][C@@H:13]2[C@@H:18]([CH2:19][OH:20])[O:17][C@@H:16]([N:24]=[N+:25]=[N-:26])[C@H:15]([OH:22])[C@H:14]2[OH:23])[O:9][C@H:8]([CH2:10][OH:11])[C@@H:6]([OH:7])[C@H:4]([OH:5])[C@H:2]1[OH:3] |f:1.2|. Procedure details: 4-O-α-D-glucopyranosyl-β-D-glucopyranosyl bromide, heptaacetate (4) is reacted with sodium azide in dimethylsulfoxide at 55°-65° C. for 10-30 minutes followed by extraction in organic solvents, giving 4-O-α-D-glucopyranosyl-β-D-glucopyranosylazide, heptaacetate (6). The azide is hydrogenated at room temperature under pressure in dioxane-triethylamine solution using 10% palladium on carbon catalyst. The product is crystallized from dioxane-ethanol to provide 4-O-α-D-glucopyranosyl-β-D-glucopyrano...